This data is from the Open Reaction Database (ORD), a public repository of structured organic reaction records. The task is: describe an organic reaction: reactants, conditions, products, and yield The reactants are BrC1=C(C=NN1C)CO ((5-Bromo-1-methyl-1H-pyrazol-4-yl)methanol), C(C)C1=CC=C(C=C1)N1C=NC=C1C=O (1-(4-ethylphenyl)-1H-imidazole-5-carbaldehyde). The product is BrC1=C(C=NN1C)C=O (5-bromo-1-methyl-1H-pyrazole-4-carbaldehyde). As a reaction SMILES: [Br:1][C:2]1[N:6]([CH3:7])[N:5]=[CH:4][C:3]=1[CH2:8][OH:9].C(C1C=CC(N2C(C=O)=CN=C2)=CC=1)C>>[Br:1][C:2]1[N:6]([CH3:7])[N:5]=[CH:4][C:3]=1[CH:8]=[O:9]. Procedure details: (5-Bromo-1-methyl-1H-pyrazol-4-yl)methanol (C23) was converted to the product using a procedure analogous to that described for the synthesis of 1-(4-ethylphenyl)-1H-imidazole-5-carbaldehyde (C19) in Example 5, step 3. In this case, no chromatography was carried out. Yield: 1.46 g, 7.72 mmol, 92%. LCMS m/z 191.2 (M+1). 1H NMR (400 MHz, CDCl3) δ 3.93 (s, 3H), 7.96 (s, 1H), 9.76 (s, 1H). The reactants are CCN=C=NCCCN(C)C, Cc1c(C(=O)O)cnn1-c1ccccc1, CCN(C(C)C)C(C)C, Cl, NCC(=O)N1CCN(C(=O)c2ccccc2C(F)(F)F)CC1, CN(C)C=O, O, On1nnc2ccccc21. Yields the product Cc1c(C(=O)NCC(=O)N2CCN(C(=O)c3ccccc3C(F)(F)F)CC2)cnn1-c1ccccc1. RXN SMILES: [CH3:43][CH2:44][N:45]=[C:46]=[N:47][CH2:48][CH2:49][CH2:50][N:51]([CH3:52])[CH3:53].[CH3:54][c:55]1[c:56]([C:66](=[O:67])[OH:68])[cH:57][n:58][n:59]1-[c:60]1[cH:61][cH:62][cH:63][cH:64][cH:65]1.[CH:1]([N:2]([CH2:3][CH3:4])[CH:5]([CH3:6])[CH3:7])([CH3:8])[CH3:9].[ClH:10].[NH2:11][CH2:12][C:13](=[O:14])[N:15]1[CH2:16][CH2:17][N:18]([C:21]([c:22]2[c:23]([C:28]([F:29])([F:30])[F:31])[cH:24][cH:25][cH:26][cH:27]2)=[O:32])[CH2:19][CH2:20]1.[O:69]=[CH:70][N:71]([CH3:72])[CH3:73].[OH2:74].[OH:33][n:34]1[c:35]2[c:36]([cH:37][cH:38][cH:39][cH:40]2)[n:41][n:42]1>>[NH:11]([CH2:12][C:13](=[O:14])[N:15]1[CH2:16][CH2:17][N:18]([C:21]([c:22]2[c:23]([C:28]([F:29])([F:30])[F:31])[cH:24][cH:25][cH:26][cH:27]2)=[O:32])[CH2:19][CH2:20]1)[C:66]([c:56]1[c:55]([CH3:54])[n:59](-[c:60]2[cH:61][cH:62][cH:63][cH:64][cH:65]2)[n:58][cH:57]1)=[O:67]. The solvent is CC(=O)C (acetone). The reactants are [OH-].[Na+] (sodium hydroxide), COC(CNC([C@H](NC([C@@H](NC(=O)OC(C)(C)C)CC1=CC=C(C=C1)OCC1=C(C=CC=C1Cl)Cl)=O)C)=O)=O (t-butoxycarbonyl-O-(2,6-dichlorobenzyl)-L-tyrosyl-D-alanylglycine methyl ester), Cl (hydrochloric acid). Procedure: Aqueous 1N sodium hydroxide (12 ml.) is added to a suspension of t-butoxycarbonyl-O-(2,6-dichlorobenzyl)-L-tyrosyl-D-alanylglycine methyl ester (Step 2, 4.7 g.) in acetone (25 ml.) stirred with a magnetic stirrer. After 41/2 hours the solution is acidified to pH 2 with 4N hydrochloric acid. After an hour a white precipitate is removed by filtration and dried under vacuum to give t-butoxycarbonyl-O-(2,6-dichlorobenzyl)-L-tyrosyl-D-alanylglycine. Reaction SMILES: [OH-].[Na+].C[O:4][C:5](=[O:41])[CH2:6][NH:7][C:8](=[O:40])[C@@H:9]([CH3:39])[NH:10][C:11](=[O:38])[C@H:12]([CH2:21][C:22]1[CH:27]=[CH:26][C:25]([O:28][CH2:29][C:30]2[C:35]([Cl:36])=[CH:34][CH:33]=[CH:32][C:31]=2[Cl:37])=[CH:24][CH:23]=1)[NH:13][C:14]([O:16][C:17]([CH3:20])([CH3:19])[CH3:18])=[O:15].Cl>CC(C)=O>[C:17]([O:16][C:14]([NH:13][C@H:12]([C:11]([NH:10][C@@H:9]([C:8]([NH:7][CH2:6][C:5]([OH:41])=[O:4])=[O:40])[CH3:39])=[O:38])[CH2:21][C:22]1[CH:23]=[CH:24][C:25]([O:28][CH2:29][C:30]2[C:31]([Cl:37])=[CH:32][CH:33]=[CH:34][C:35]=2[Cl:36])=[CH:26][CH:27]=1)=[O:15])([CH3:18])([CH3:19])[CH3:20] |f:0.1|. Product: C(C)(C)(C)OC(=O)N[C@@H](CC1=CC=C(C=C1)OCC1=C(C=CC=C1Cl)Cl)C(=O)N[C@H](C)C(=O)NCC(=O)O (t-butoxycarbonyl-O-(2,6-dichlorobenzyl)-L-tyrosyl-D-alanylglycine). Reactants: [Al+3], [Cl-], [Cl-], [Cl-], S=C=S, O=C(Cl)Cc1ccccc1, COC(=O)CCc1ccccc1. Yields the product COC(=O)CCc1ccc(C(=O)Cc2ccccc2)cc1. Reaction SMILES: [Al+3:14].[Cl-:13].[Cl-:15].[Cl-:16].[S:27]=[C:28]=[S:29].[c:17]1([CH2:23][C:24](=[O:25])[Cl:26])[cH:18][cH:19][cH:20][cH:21][cH:22]1.[c:1]1([CH2:7][CH2:8][C:9](=[O:10])[O:11][CH3:12])[cH:2][cH:3][cH:4][cH:5][cH:6]1>>[c:1]1([CH2:7][CH2:8][C:9](=[O:10])[O:11][CH3:12])[cH:2][cH:3][c:4]([C:24]([CH2:23][c:17]2[cH:18][cH:19][cH:20][cH:21][cH:22]2)=[O:25])[cH:5][cH:6]1.